From a dataset of the Open Reaction Database (ORD), a public repository of structured organic reaction records. describe an organic reaction: reactants, conditions, products, and yield Reactants: ClC(Cl)Cl, CCN(C=CCC(O)c1ccccc1)CC. The product is CCN(C=CCC(=O)c1ccccc1)CC. As a reaction SMILES: [CH:17]([Cl:18])([Cl:19])[Cl:20].[c:1]1([CH:7]([CH2:8][CH:9]=[CH:10][N:11]([CH2:12][CH3:13])[CH2:14][CH3:15])[OH:16])[cH:2][cH:3][cH:4][cH:5][cH:6]1>>[c:1]1([C:7]([CH2:8][CH:9]=[CH:10][N:11]([CH2:12][CH3:13])[CH2:14][CH3:15])=[O:16])[cH:2][cH:3][cH:4][cH:5][cH:6]1.